The task is: describe an organic reaction: reactants, conditions, products, and yield. This data is from the Open Reaction Database (ORD), a public repository of structured organic reaction records. Starting materials: CC(C)O, Cl, CC(C)(C)OC(=O)N1CCC(c2nc(C3CCOCC3)cn2CCN2CCCC2)CC1. Yields the product c1c(C2CCOCC2)nc(C2CCNCC2)n1CCN1CCCC1. Reaction SMILES: [CH:33]([OH:34])([CH3:35])[CH3:36].[ClH:1].[N:2]1([CH2:7][CH2:8][n:9]2[c:10]([CH:20]3[CH2:21][CH2:22][N:23]([C:26]([O:27][C:28]([CH3:29])([CH3:30])[CH3:31])=[O:32])[CH2:24][CH2:25]3)[n:11][c:12]([CH:14]3[CH2:15][CH2:16][O:17][CH2:18][CH2:19]3)[cH:13]2)[CH2:3][CH2:4][CH2:5][CH2:6]1>>[N:2]1([CH2:7][CH2:8][n:9]2[c:10]([CH:20]3[CH2:21][CH2:22][NH:23][CH2:24][CH2:25]3)[n:11][c:12]([CH:14]3[CH2:15][CH2:16][O:17][CH2:18][CH2:19]3)[cH:13]2)[CH2:3][CH2:4][CH2:5][CH2:6]1. The reactants are CCN=C=NCCCN(C)C (WSC), C(C)NC(=O)C1=CC=C(C=C1)N1N=NC(=C1C(C)C)C(=O)O (1-{4-[(Ethylamino)carbonyl]phenyl}-5-isopropyl-1H-1,2,3-triazole-4-carboxylic acid), C=1C=CC2=C(C1)N=NN2O (HOBt), C1(CC1)N (cyclopropylamine). The solvent is C(C)#N.CN(C)C=O (acetonitrile DMF). Run at time 3 hour. Product: C1(CC1)NC(=O)C=1N=NN(C1C(C)C)C1=CC=C(C=C1)C(=O)NCC (N-cyclopropyl-1-{4-[(ethylamino)carbonyl]phenyl}-5-isopropyl-1H-1,2,3-triazole-4-carboxamide). Isolated yield 164.1%. Reaction SMILES: [CH2:1]([NH:3][C:4]([C:6]1[CH:11]=[CH:10][C:9]([N:12]2[C:16]([CH:17]([CH3:19])[CH3:18])=[C:15]([C:20]([OH:22])=O)[N:14]=[N:13]2)=[CH:8][CH:7]=1)=[O:5])[CH3:2].C1C=C[C:26]2N(O)N=[N:29][C:27]=2[CH:28]=1.C1(N)CC1.CCN=C=NCCCN(C)C>C(#N)C.CN(C=O)C>[CH:27]1([NH:29][C:20]([C:15]2[N:14]=[N:13][N:12]([C:9]3[CH:10]=[CH:11][C:6]([C:4]([NH:3][CH2:1][CH3:2])=[O:5])=[CH:7][CH:8]=3)[C:16]=2[CH:17]([CH3:19])[CH3:18])=[O:22])[CH2:28][CH2:26]1 |f:4.5|. Procedure: 1-{4-[(Ethylamino)carbonyl]phenyl}-5-isopropyl-1H-1,2,3-triazole-4-carboxylic acid (512 mg, 1.69 mmol) obtained in Example 92a), HOBt (116 mg, 0.847 mmol, 0.5 eq.) and cyclopropylamine (0.157 ml, 2.20 mmol, 1.3 eq.) were dissolved in acetonitrile-DMF (2:1, 9.0 ml), WSC (398 mg, 2.03 mmol, 1.2 eq.) was added, and the mixture was stirred at room temperature for 3 hr. The reaction mixture was concentrated, the residue was diluted with ethyl acetate-hexane (2:1, 45 ml), and the mixture was washed wi... The reactants are [N+](=O)([O-])CCOC1OCCCC1 (2-[(2-nitroethyl)oxy]tetrahydro-2H-pyran), C(#C)C1=CC(=CC(=C1)C(F)(F)F)C(F)(F)F (1-ethynyl-3,5-bis(trifluoromethyl)benzene), TEA, N(=C=O)C1=CC=CC=C1 (isocyanatobenzene), O (Water). Solvent: C(C)#N (acetonitrile). Reaction conditions: temperature 50 celsius, time 5 hour. Product: O1C(CCCC1)OCC1=NOC(=C1)C1=CC(=CC(=C1)C(F)(F)F)C(F)(F)F (3-[(Tetrahydro-2H-pyran-2-yloxy)methyl]-5-[3,5-bis(trifluoromethyl)phenyl]isoxazole). Yield: 41.0%. RXN SMILES: [N+:1]([CH2:4][CH2:5][O:6][CH:7]1[CH2:12][CH2:11][CH2:10][CH2:9][O:8]1)([O-:3])=O.[C:13]([C:15]1[CH:20]=[C:19]([C:21]([F:24])([F:23])[F:22])[CH:18]=[C:17]([C:25]([F:28])([F:27])[F:26])[CH:16]=1)#[CH:14].N(C1C=CC=CC=1)=C=O.O>C(#N)C>[O:8]1[CH2:9][CH2:10][CH2:11][CH2:12][CH:7]1[O:6][CH2:5][C:4]1[CH:14]=[C:13]([C:15]2[CH:16]=[C:17]([C:25]([F:26])([F:27])[F:28])[CH:18]=[C:19]([C:21]([F:22])([F:23])[F:24])[CH:20]=2)[O:3][N:1]=1. Reported procedure: To a solution of 2-[(2-nitroethyl)oxy]tetrahydro-2H-pyran (483 μL, 3.15 mmol) and 1-ethynyl-3,5-bis(trifluoromethyl)benzene (3.0 g, 12.6 mmol) in dry acetonitrile (15 mL) were added TEA (4.4 ml, 31.5 mmol) and isocyanatobenzene (3.4 mL, 31.5 mmol) at rt. The reaction is stirred at 50° C. for 5 h. Water was added and the mixture was extracted with Et2O three times. The combined organic layers were then washed with brine once, dried over MgSO4 and concentrated in vacuo. The residue was purified by... The reactants are CCOCC, CC(=O)OC(C)=O, CS(=O)(=O)N(CCCCCCC(=O)O)CCCC(O)COc1ccc(F)cc1. Yields the product CC(=O)OC(CCCN(CCCCCCC(=O)O)S(C)(=O)=O)COc1ccc(F)cc1. As a reaction SMILES: [CH2:36]([O:37][CH2:38][CH3:39])[CH3:40].[CH3:29][C:30](=[O:31])[O:32][C:33](=[O:34])[CH3:35].[OH:1][CH:2]([CH2:3][CH2:4][CH2:5][N:6]([S:7](=[O:8])(=[O:9])[CH3:10])[CH2:11][CH2:12][CH2:13][CH2:14][CH2:15][CH2:16][C:17](=[O:18])[OH:19])[CH2:20][O:21][c:22]1[cH:23][cH:24][c:25]([F:28])[cH:26][cH:27]1>>[O:1]([CH:2]([CH2:3][CH2:4][CH2:5][N:6]([S:7](=[O:8])(=[O:9])[CH3:10])[CH2:11][CH2:12][CH2:13][CH2:14][CH2:15][CH2:16][C:17](=[O:18])[OH:19])[CH2:20][O:21][c:22]1[cH:23][cH:24][c:25]([F:28])[cH:26][cH:27]1)[C:30]([CH3:29])=[O:31].